From a dataset of the Open Reaction Database (ORD), a public repository of structured organic reaction records. describe an organic reaction: reactants, conditions, products, and yield Starting materials: ClC1=NC2=CC=CC=C2C(=C1)SC1=CC=C(C=C1)F (2-chloro-4-(4-fluoro-phenylsulfanyl)-quinoline), O (water). Run in C(=O)(C(F)(F)F)O (TFA), Cl (HCl). The product is FC1=CC=C(C=C1)SC1=CC(NC2=CC=CC=C12)=O (4-(4-Fluoro-phenylsulfanyl)-1H-quinolin-2-one). Reaction SMILES: Cl[C:2]1[CH:11]=[C:10]([S:12][C:13]2[CH:18]=[CH:17][C:16]([F:19])=[CH:15][CH:14]=2)[C:9]2[C:4](=[CH:5][CH:6]=[CH:7][CH:8]=2)[N:3]=1.[OH2:20]>C(O)(C(F)(F)F)=O.Cl>[F:19][C:16]1[CH:17]=[CH:18][C:13]([S:12][C:10]2[C:9]3[C:4](=[CH:5][CH:6]=[CH:7][CH:8]=3)[NH:3][C:2](=[O:20])[CH:11]=2)=[CH:14][CH:15]=1. Procedure: A solution of 2-chloro-4-(4-fluoro-phenylsulfanyl)-quinoline (145 mg, 0.50 mmol) in TFA (2 mL) and HCl (6 N, 2 mL) was heated under microwave radiation at 120° C. for 20 min. After cooling down, 20 mL of water was added. The precipitate was collected by filtration and washed with water for several times. The product was air dried (115 mg, 85%) and was pure enough without further purification. Note: the solubility of the product in organic solvent is very poor. 1H NMR (500 MHz, DMSO-d6) δ 11.6 (b... Starting materials: Cc1ccc(-c2cc(C(=O)O)c(=O)[nH]n2)cc1F, CO, O=S(Cl)Cl. Yields the product COC(=O)c1cc(-c2ccc(C)c(F)c2)n[nH]c1=O. RXN SMILES: [C:1](=[O:2])([OH:3])[c:4]1[c:5](=[O:18])[nH:6][n:7][c:8](-[c:10]2[cH:11][c:12]([F:17])[c:13]([CH3:16])[cH:14][cH:15]2)[cH:9]1.[CH3:23][OH:24].[S:19]([Cl:20])([Cl:21])=[O:22]>>[C:1](=[O:2])([O:3][CH3:23])[c:4]1[c:5](=[O:18])[nH:6][n:7][c:8](-[c:10]2[cH:11][c:12]([F:17])[c:13]([CH3:16])[cH:14][cH:15]2)[cH:9]1. Starting materials: CCO, [H][H], O=[N+]([O-])c1ccc2c(c1)c(-c1nc3ccccc3[nH]1)nn2C1CCCCO1. The product is Nc1ccc2c(c1)c(-c1nc3ccccc3[nH]1)nn2C1CCCCO1. RXN SMILES: [CH3:30][CH2:31][OH:32].[H:28][H:29].[nH:1]1[c:2](-[c:10]2[n:11][n:12]([CH:22]3[O:23][CH2:24][CH2:25][CH2:26][CH2:27]3)[c:13]3[cH:14][cH:15][c:16]([N+:19]([O-:20])=[O:21])[cH:17][c:18]23)[n:3][c:4]2[c:5]1[cH:6][cH:7][cH:8][cH:9]2>>[n:1]1[c:2](-[c:10]2[n:11][n:12]([CH:22]3[O:23][CH2:24][CH2:25][CH2:26][CH2:27]3)[c:13]3[cH:14][cH:15][c:16]([NH2:19])[cH:17][c:18]23)[nH:3][c:4]2[c:5]1[cH:6][cH:7][cH:8][cH:9]2.